This data is from the Open Reaction Database (ORD), a public repository of structured organic reaction records. The task is: describe an organic reaction: reactants, conditions, products, and yield The reactants are OC1CN(C1)C=1SC=C(N1)C(N[C@@H]([C@H](CC)C)CO)=O (3-hydroxy-1-{4-[(1S,2S)-1-(hydroxymethyl)-2-methylbutylcarbamoyl]-1,3-thiazol-2-yl}azetidine), ice, [Si](C)(C)(C(C)(C)C)Cl (t-butyldimethylsilyl chloride), N1C=NC=C1 (imidazole). Solvent: CN(C=O)C (dimethylformamide). Product: OC1CN(C1)C=1SC=C(N1)C(N[C@@H]([C@H](CC)C)CO[Si](C)(C)C(C)(C)C)=O (3-hydroxy-1-{4-[(1S,2S)-1-(t-butyldimethylsilyloxymethyl)-2-methylbutylcarbamoyl]-1,3-thiazol-2-yl}azetidine). The yield is 72.8%. As a reaction SMILES: [OH:1][CH:2]1[CH2:5][N:4]([C:6]2[S:7][CH:8]=[C:9]([C:11](=[O:20])[NH:12][C@H:13]([CH2:18][OH:19])[C@@H:14]([CH3:17])[CH2:15][CH3:16])[N:10]=2)[CH2:3]1.[Si:21](Cl)([C:24]([CH3:27])([CH3:26])[CH3:25])([CH3:23])[CH3:22].N1C=CN=C1>CN(C)C=O>[OH:1][CH:2]1[CH2:5][N:4]([C:6]2[S:7][CH:8]=[C:9]([C:11](=[O:20])[NH:12][C@H:13]([CH2:18][O:19][Si:21]([C:24]([CH3:27])([CH3:26])[CH3:25])([CH3:23])[CH3:22])[C@@H:14]([CH3:17])[CH2:15][CH3:16])[N:10]=2)[CH2:3]1. Procedure: To a solution of 3-hydroxy-1-{4-[(1S,2S)-1-(hydroxymethyl)-2-methylbutylcarbamoyl]-1,3-thiazol-2-yl}azetidine (1.34 g, 4.48 mmol) (obtained as described in Reference Example 38(3)) in dimethylformamide (67 ml) were added t-butyldimethylsilyl chloride (810 mg, 5.37 mmol) and imidazole (527 mg, 5.37 mmol) in an ice bath, and then the reaction mixture was stirred in the ice bath for 2.5 hours. After checking the completion of the reaction, the reaction mixture was partitioned between ethyl acetate ... The reactants are C=CCOC(=O)NC1CC(=O)OC1OCc1ccccc1, OCc1ccc(Cl)cc1. The product is C=CCOC(=O)NC1CC(=O)OC1OCc1ccc(Cl)cc1. As a reaction SMILES: [CH2:1]([CH:2]=[CH2:3])[O:4][C:5](=[O:6])[NH:7][CH:8]1[CH:9]([O:14][CH2:15][c:16]2[cH:17][cH:18][cH:19][cH:20][cH:21]2)[O:10][C:11](=[O:13])[CH2:12]1.[Cl:22][c:23]1[cH:24][cH:25][c:26]([CH2:27][OH:28])[cH:29][cH:30]1>>[CH2:1]([CH:2]=[CH2:3])[O:4][C:5](=[O:6])[NH:7][CH:8]1[CH:9]([O:14][CH2:15][c:16]2[cH:17][cH:18][c:19]([Cl:22])[cH:20][cH:21]2)[O:10][C:11](=[O:13])[CH2:12]1. Starting materials: O=[N+]([O-])c1cc(O)cc(Br)c1, CCO, [Cl-], [Fe], [NH4+], O. The product is Nc1cc(O)cc(Br)c1. As a reaction SMILES: [Br:1][c:2]1[cH:3][c:4]([OH:11])[cH:5][c:6]([N+:8]([O-:9])=[O:10])[cH:7]1.[CH3:15][CH2:16][OH:17].[Cl-:13].[Fe:18].[NH4+:14].[OH2:12]>>[Br:1][c:2]1[cH:3][c:4]([OH:11])[cH:5][c:6]([NH2:8])[cH:7]1. The reactants are O=C1CCN(c2ccc(C=C3SC(N4CCCCC4)=NC3=O)cc2)CC1, NCC(O)COc1cccc2[nH]c(=O)[nH]c12. The product is O=C1N=C(N2CCCCC2)SC1=Cc1ccc(N2CCC(NCC(O)COc3cccc4[nH]c(=O)[nH]c34)CC2)cc1. RXN SMILES: [O:1]=[C:2]1[N:3]=[C:4]([N:21]2[CH2:22][CH2:23][CH2:24][CH2:25][CH2:26]2)[S:5][C:6]1=[CH:7][c:8]1[cH:9][cH:10][c:11]([N:14]2[CH2:15][CH2:16][C:17](=[O:20])[CH2:18][CH2:19]2)[cH:12][cH:13]1.[OH:27][CH:28]([CH2:29][O:30][c:31]1[cH:32][cH:33][cH:34][c:35]2[nH:36][c:37](=[O:40])[nH:38][c:39]12)[CH2:41][NH2:42]>>[O:1]=[C:2]1[N:3]=[C:4]([N:21]2[CH2:22][CH2:23][CH2:24][CH2:25][CH2:26]2)[S:5][C:6]1=[CH:7][c:8]1[cH:9][cH:10][c:11]([N:14]2[CH2:15][CH2:16][CH:17]([NH:42][CH2:41][CH:28]([OH:27])[CH2:29][O:30][c:31]3[cH:32][cH:33][cH:34][c:35]4[nH:36][c:37](=[O:40])[nH:38][c:39]34)[CH2:18][CH2:19]2)[cH:12][cH:13]1. Starting materials: COC1=C(C(=O)C=2C=C(C=CC2)NC(=O)C=2C=CN3C(SCC32)C=3C=NC=CC3)C=CC=C1 (N-[3-(2-methoxybenzoyl)phenyl]-3-(3-pyridyl)-1H,3H-pyrrolo[1,2-c]thiazole-7-carboxamide), 13, [OH-].[Na+] (sodium hydroxide), Stannous chloride, COC1=C(C(=O)C2=CC(=CC=C2)[N+](=O)[O-])C=CC=C1 (2-methoxy-3'-nitrobenzophenone), stannous chloride. Solvent: dihydrate, C(C)O (ethanol), dihydrate. Reaction conditions: temperature 62 celsius, time 16 hour. Yields the product NC=1C=C(C=CC1)C(C1=C(C=CC=C1)OC)=O (3'- Amino-2-methoxybenzophenone). RXN SMILES: [CH3:1][O:2][C:3]1[CH:33]=[CH:32][CH:31]=[CH:30][C:4]=1[C:5]([C:7]1[CH:8]=[C:9]([NH:13]C(C2C=CN3C=2CSC3C2C=NC=CC=2)=O)[CH:10]=[CH:11][CH:12]=1)=[O:6].COC1C=CC=CC=1C(C1C=CC=C([N+]([O-])=O)C=1)=O.[OH-].[Na+]>C(O)C>[NH2:13][C:9]1[CH:8]=[C:7]([C:5](=[O:6])[C:4]2[CH:30]=[CH:31][CH:32]=[CH:33][C:3]=2[O:2][CH3:1])[CH:12]=[CH:11][CH:10]=1 |f:2.3|. Procedure: The 3'-amino-2-methoxybenzophenone may be prepared as follows: Stannous chloride in the dihydrate form (10.3 g) is added, at a temperature between 62° and 66° C., to a suspension of 2-methoxy-3'-nitrobenzophenone (3.9 g) in a mixture of ethanol (40 cc) and concentrated (11.7N) hydrochloric adid (15.2 cc) which is heated to a temperature in the vicinity of 62° C., in the course of 5 minutes. The solution obtained is heated at a temperature in the vicinity of 80° C. for 4 hours, treated with stann... Yields the product NCc1cccc(N2CCCC2=O)n1. As a reaction SMILES: [CH3:17][CH2:18][OH:19].[N:1](=[N+:2]=[N-:3])[CH2:4][c:5]1[cH:6][cH:7][cH:8][c:9]([N:11]2[C:12](=[O:16])[CH2:13][CH2:14][CH2:15]2)[n:10]1.[Pt:20]>>[NH2:1][CH2:4][c:5]1[cH:6][cH:7][cH:8][c:9]([N:11]2[C:12](=[O:16])[CH2:13][CH2:14][CH2:15]2)[n:10]1. The reactants are CCO, [N-]=[N+]=NCc1cccc(N2CCCC2=O)n1, [Pt]. The reactants are CN(CCN(C(=O)N)C1=CC(=C(C(=C1)OC)OC)OC)C (1-(2-dimethylaminoethyl)-1-(3,4,5-trimethoxyphenyl) urea), Cl.O1CCOCC1 (HCl dioxane). Run in C(C)O (ethanol), C(C)OCC (diethyl ether). Yields the product Cl.CN(CCN(C(=O)N)C1=CC(=C(C(=C1)OC)OC)OC)C (1-(2-dimethylaminoethyl)-1-(3,4,5-trimethoxyphenyl)urea hydrochloride). As a reaction SMILES: [CH3:1][N:2]([CH3:21])[CH2:3][CH2:4][N:5]([C:9]1[CH:14]=[C:13]([O:15][CH3:16])[C:12]([O:17][CH3:18])=[C:11]([O:19][CH3:20])[CH:10]=1)[C:6]([NH2:8])=[O:7].[ClH:22].O1CCOCC1>C(O)C.C(OCC)C>[ClH:22].[CH3:21][N:2]([CH3:1])[CH2:3][CH2:4][N:5]([C:9]1[CH:14]=[C:13]([O:15][CH3:16])[C:12]([O:17][CH3:18])=[C:11]([O:19][CH3:20])[CH:10]=1)[C:6]([NH2:8])=[O:7] |f:1.2,5.6|. Reported procedure: To a solution of 220 mg of 1-(2-dimethylaminoethyl)-1-(3,4,5-trimethoxyphenyl) urea in a mixture of ethanol (3 ml) and diethyl ether (15 ml) was added 4N-HCl-dioxane dropwise with stirring. The resulting crystals were collected by filtration and dried under reduced pressure to provide 230 mg of 1-(2-dimethylaminoethyl)-1-(3,4,5-trimethoxyphenyl)urea hydrochloride. The reactants are CC(N)=O, COc1nc(OC)nc([N+](C)(C)C)n1, [Cl-], N#C[K], O. Reaction SMILES: [CH3:4][C:5](=[O:6])[NH2:7].[CH3:9][N+:10]([c:11]1[n:12][c:13]([O:19][CH3:20])[n:14][c:15]([O:17][CH3:18])[n:16]1)([CH3:21])[CH3:22].[Cl-:8].[K:1][C:2]#[N:3].[OH2:23]>>[C:2](#[N:3])[c:11]1[n:12][c:13]([O:19][CH3:20])[n:14][c:15]([O:17][CH3:18])[n:16]1. Yields the product COc1nc(C#N)nc(OC)n1. Reactants: BrC=1C(=NC=CC1)Cl (3-bromo-2-chloropyridine), NC1=CC=C(C=C1)O (4-aminophenol), C([O-])([O-])=O.[Cs+].[Cs+] (cesium carbonate). The solvent is CS(=O)C (DMSO), O (water). Conditions: temperature 80 celsius, time 30 minute. Yields the product BrC=1C(=NC=CC1)OC1=CC=C(C=C1)N (4-(3-bromopyridin-2-yloxy)benzenamine). RXN SMILES: [Br:1][C:2]1[C:3](Cl)=[N:4][CH:5]=[CH:6][CH:7]=1.[NH2:9][C:10]1[CH:15]=[CH:14][C:13]([OH:16])=[CH:12][CH:11]=1.C(=O)([O-])[O-].[Cs+].[Cs+]>CS(C)=O.O>[Br:1][C:2]1[C:3]([O:16][C:13]2[CH:14]=[CH:15][C:10]([NH2:9])=[CH:11][CH:12]=2)=[N:4][CH:5]=[CH:6][CH:7]=1 |f:2.3.4|. Procedure: A mixture of 3-bromo-2-chloropyridine (75.50 g, 392.3 mmol, Aldrich), 4-aminophenol (51.46 g, 471.6 mmol, TCI America) and cesium carbonate (256.80 g, 788.2 mmol, Strem) in DMSO (400 mL) in a 1 L flask and heated at 80° C. overnight. The reaction was cooled (0° C.) and diluted with water. After stirring for 30 min the mixture was filtered and the solid was partitioned between 50% EtOAc/hexane (1 L) and water (300 mL). The organic layer was washed with water (3×300 mL) and with brine (1×200 mL) t... The reactants are hydrochloride salt, N (NH3), ON=C(C=1C=NC=NC1)Cl (N-Hydroxypyrimidine-5-carbimidoyl chloride), C(#C)C1=C(C=C(C=C1)F)F (1-ethynyl-2,4-difluorobenzene). The product is FC1=C(C=CC(=C1)F)C1=CC(=NO1)C=1C=NC=NC1 (5-(2,4-Difluorophenyl)-3-(pyrimidin-5-yl)isoxazole). Reaction SMILES: [OH:1][N:2]=[C:3](Cl)[C:4]1[CH:5]=[N:6][CH:7]=[N:8][CH:9]=1.[C:11]([C:13]1[CH:18]=[CH:17][C:16]([F:19])=[CH:15][C:14]=1[F:20])#[CH:12].N>>[F:20][C:14]1[CH:15]=[C:16]([F:19])[CH:17]=[CH:18][C:13]=1[C:11]1[O:1][N:2]=[C:3]([C:4]2[CH:5]=[N:6][CH:7]=[N:8][CH:9]=2)[CH:12]=1. Reported procedure: The titled compound was prepared as the hydrochloride salt according to Method CB using the product of Example 44B (79 mg, 0.5 mmol) and 1-ethynyl-2,4-difluorobenzene (Aldrich, 69 mg, 0.5 mmol). 1H NMR (300 MHz, DMSO-d6) δ 7.30-7.42 (m, 1H), 7.61 (ddd, J=11.5, 9.1, 2.4 Hz, 1H), 7.68 (d, J=3.2 Hz, 1H), 8.08 (td, J=8.6, 6.5 Hz, 1H), 9.35 (s, 1H), 9.39 (s, 2H) ppm; MS (DCI/NH3) m/z 260 (M+H)+.